From a dataset of the Open Reaction Database (ORD), a public repository of structured organic reaction records. describe an organic reaction: reactants, conditions, products, and yield The reactants are [Mg] (magnesium), FC=1C=C(C=O)C=CC1 (3-fluorobenzaldehyde), C(C)Br (ethyl bromide). The solvent is C1CCOC1 (THF), C1CCOC1 (THF), C1CCOC1 (THF). Conditions: temperature 5 celsius, time 2 hour. Yields the product FC=1C=C(C=CC1)C(CC)O (1-(3-Fluoro -phenyl)-propan-1-ol). RXN SMILES: [CH2:1](Br)[CH3:2].[Mg].[F:5][C:6]1[CH:7]=[C:8]([CH:11]=[CH:12][CH:13]=1)[CH:9]=[O:10]>C1COCC1>[F:5][C:6]1[CH:7]=[C:8]([CH:9]([OH:10])[CH2:1][CH3:2])[CH:11]=[CH:12][CH:13]=1. Procedure details: 18 L ethyl bromide were dissolved in 30 L of THF and added dropwise to a suspension of 6 kg of magnesium in 30 L of THF. The reaction solution was next stirred for two hours at 65° to 75° C. and then cooled to 0 to 10° C. 15 kg of 3-fluorobenzaldehyde in 60 L of THF were added while cooling with ice over a period of 6 hr and the reaction solution was stirred overnight at room temp. The reaction solution was quenched with saturated ammonium chloride solution at 0°-10° C. The reaction solution was... The reactants are Cl.C(CCC)N1C[C@H]([C@@H](CC1)C1=CC=C(C=C1)N(C)C)COC1=CC=C(C=C1)C(F)(F)F ((+-)trans-1-butyl-4-(4-dimethylaminophenyl)-3-(4-trifluoromethylphenoxymethyl)piperidine, hydrochloride), [H-].[Na+] (NaH), C(CCC)N1CC(C(CC1)C1=CC=C(C=C1)N(C)C)CO (1-Butyl-3-hydroxymethyl-4-(4-dimethylaminophenyl)piperidine), FC1=C(C=CC=C1)C(F)(F)F (2-fluorobenzotrifluoride). The solvent is CN(C)C=O (DMF). The product is Cl.C(CCC)N1C[C@H]([C@@H](CC1)C1=CC=C(C=C1)N(C)C)COC1=C(C=CC=C1)C(F)(F)F ((+-)trans-1-butyl-4-(4-dimethylaminophenyl)-3-(2-trifluoromethylphenoxymethyl)piperidine, hydrochloride). As a reaction SMILES: [ClH:1].[CH2:2]([N:6]1[CH2:11][CH2:10][C@@H:9]([C:12]2[CH:17]=[CH:16][C:15]([N:18]([CH3:20])[CH3:19])=[CH:14][CH:13]=2)[C@H:8]([CH2:21][O:22][C:23]2[CH:28]=[CH:27][C:26](C(F)(F)F)=[CH:25][CH:24]=2)[CH2:7]1)[CH2:3][CH2:4][CH3:5].C(N1CCC(C2C=CC(N(C)C)=CC=2)C(CO)C1)CCC.FC1C=CC=CC=1[C:61]([F:64])([F:63])[F:62].[H-].[Na+]>CN(C=O)C>[ClH:1].[CH2:2]([N:6]1[CH2:11][CH2:10][C@@H:9]([C:12]2[CH:13]=[CH:14][C:15]([N:18]([CH3:20])[CH3:19])=[CH:16][CH:17]=2)[C@H:8]([CH2:21][O:22][C:23]2[CH:28]=[CH:27][CH:26]=[CH:25][C:24]=2[C:61]([F:64])([F:63])[F:62])[CH2:7]1)[CH2:3][CH2:4][CH3:5] |f:0.1,4.5,7.8|. Procedure: Preparation as described for compound (11) using 1 g of compound (12), 2-fluorobenzotrifluoride (1.2 g) and NaH (0.174 g) in DMF (100 ml). The crude product was precipitated as the hydrochloride from acetone-ether giving 0.4 g of crystals. M.p. 213.9°-214.9° C. Starting materials: Ethyl (E)-3-(3-1-(1,3-benzodioxol-5-yl)-2-[(4-isopropylphenyl)sulfonamido]-2-oxoethyl-1-methyl-1H-6-indolyl)-2-propenoate, O1COC2=C1C=CC(=C2)C(C(=O)NS(=O)(=O)C2=CC=C(C=C2)C(C)C)C2=CN(C1=CC(=CC=C21)/C=C/C(=O)OCC)C (Ethyl(E)-3-[3-{1-(1,3-benzodioxol-5-yl)-2-[(4-isopropylphenyl)sulfonamido]-2-oxoethyl}-1-methyl-1H-6-indolyl]-2-propenoate), [OH-].[Na+] (Sodium hydroxide). Run in O1CCCC1 (tetrahydrofuran), CO (methanol). Yields the product O1COC2=C1C=CC(=C2)C(C(=O)NS(=O)(=O)C2=CC=C(C=C2)C(C)C)C2=CN(C1=CC(=CC=C21)/C=C/C(=O)O)C ((E)-3-[3-{1-(1,3-Benzodioxol-5-yl)-2-[(4-isopropylphenyl)sulfonamido]-2-oxoethyl}-1-methyl-1H-6-indolyl]-2-propenoic acid). Reaction SMILES: [O:1]1[C:5]2[CH:6]=[CH:7][C:8]([CH:10]([C:26]3[C:34]4[C:29](=[CH:30][C:31](/[CH:35]=[CH:36]/[C:37]([O:39]CC)=[O:38])=[CH:32][CH:33]=4)[N:28]([CH3:42])[CH:27]=3)[C:11]([NH:13][S:14]([C:17]3[CH:22]=[CH:21][C:20]([CH:23]([CH3:25])[CH3:24])=[CH:19][CH:18]=3)(=[O:16])=[O:15])=[O:12])=[CH:9][C:4]=2[O:3][CH2:2]1.[OH-].[Na+]>O1CCCC1.CO>[O:1]1[C:5]2[CH:6]=[CH:7][C:8]([CH:10]([C:26]3[C:34]4[C:29](=[CH:30][C:31](/[CH:35]=[CH:36]/[C:37]([OH:39])=[O:38])=[CH:32][CH:33]=4)[N:28]([CH3:42])[CH:27]=3)[C:11]([NH:13][S:14]([C:17]3[CH:18]=[CH:19][C:20]([CH:23]([CH3:25])[CH3:24])=[CH:21][CH:22]=3)(=[O:15])=[O:16])=[O:12])=[CH:9][C:4]=2[O:3][CH2:2]1 |f:1.2|. Procedure details: Ethyl (E)-3-(3-1-(1,3-benzodioxol-5-yl)-2-[(4-isopropylphenyl)sulfonamido]-2-oxoethyl-1-methyl-1H-6-indolyl)-2-propenoate (the product of Example 57, 120 mg, 0.2 mmol) was dissolved in a 1:1 mixture of tetrahydrofuran and methanol (5 ml). Sodium hydroxide solution (0.6 ml of 1N NaOH) was added and the mixture was heated to reflux with stirring. After 3 h the solvent was removed in vacuo and the product was extracted from 1N hydrochloric acid (50 ml) with ethyl acetate (2×50 ml). The organic laye... Run in C(C)C(=O)C (methyl ethyl ketone). Yield: 80.4%. Starting materials: BrC(C(=O)OCC)C (ethyl 2-bromopropionate), ClC1=CC=C2C=C(N=CC2=C1)N(C)C1=CC=C(C=C1)O (4-[N-(7-chloroisoquinolin-3-yl)-N-methylamino]phenol), C([O-])([O-])=O.[K+].[K+] (potassium carbonate). Yields the product ClC1=CC=C2C=C(N=CC2=C1)N(C)C1=CC=C(OC(C(=O)OCC)C)C=C1 (ethyl 2-{4-[N-(7-chloroisoquinolin-3-yl)-N-methylamino]phenoxy}propionate). Reaction SMILES: Br[CH:2]([CH3:8])[C:3]([O:5][CH2:6][CH3:7])=[O:4].[Cl:9][C:10]1[CH:19]=[C:18]2[C:13]([CH:14]=[C:15]([N:20]([C:22]3[CH:27]=[CH:26][C:25]([OH:28])=[CH:24][CH:23]=3)[CH3:21])[N:16]=[CH:17]2)=[CH:12][CH:11]=1.C(=O)([O-])[O-].[K+].[K+]>C(C(C)=O)C>[Cl:9][C:10]1[CH:19]=[C:18]2[C:13]([CH:14]=[C:15]([N:20]([C:22]3[CH:27]=[CH:26][C:25]([O:28][CH:2]([CH3:8])[C:3]([O:5][CH2:6][CH3:7])=[O:4])=[CH:24][CH:23]=3)[CH3:21])[N:16]=[CH:17]2)=[CH:12][CH:11]=1 |f:2.3.4|. Procedure: A mixture of ethyl 2-bromopropionate (0.64 g), 4-[N-(7-chloroisoquinolin-3-yl)-N-methylamino]phenol (0.92 g), anhydrous potassium carbonate (0.49 g) and methyl ethyl ketone was heated under reflux for a period of 5 hours. The solution was cooled, washed with water, and dried over anhydrous magnesium sulfate. The solvent was removed by distillation under reduced pressure and the product was purified by column chromatography over silica gel (eluant dichloromethane) to give ethyl 2-{4-[N-(7-chloroi... Reactants: Cl, COc1ccc(Nc2ncc(C3OCCO3)cc2-c2nc(C)nc3c2ncn3C2CCCCO2)cn1, C1CCOC1. Yields the product COc1ccc(Nc2ncc(C=O)cc2-c2nc(C)nc3c2ncn3C2CCCCO2)cn1. As a reaction SMILES: [ClH:37].[O:1]1[CH:2]([c:6]2[cH:7][c:8](-[c:21]3[c:22]4[n:23][cH:24][n:25]([CH:31]5[O:32][CH2:33][CH2:34][CH2:35][CH2:36]5)[c:26]4[n:27][c:28]([CH3:30])[n:29]3)[c:9]([NH:12][c:13]3[cH:14][n:15][c:16]([O:19][CH3:20])[cH:17][cH:18]3)[n:10][cH:11]2)[O:5][CH2:4][CH2:3]1.[O:38]1[CH2:39][CH2:40][CH2:41][CH2:42]1>>[O:1]=[CH:2][c:6]1[cH:7][c:8](-[c:21]2[c:22]3[n:23][cH:24][n:25]([CH:31]4[O:32][CH2:33][CH2:34][CH2:35][CH2:36]4)[c:26]3[n:27][c:28]([CH3:30])[n:29]2)[c:9]([NH:12][c:13]2[cH:14][n:15][c:16]([O:19][CH3:20])[cH:17][cH:18]2)[n:10][cH:11]1. Reactants: CCc1nc(I)c2n1CCN(C(=O)OC(C)(C)C)C2CCc1ccc(C(F)(F)F)c(F)c1, C1CCOC1, [Li]CCCC, [Cl-], [NH4+], O, Cc1ccc(S(=O)(=O)C#N)cc1. The product is CCc1nc(C#N)c2n1CCN(C(=O)OC(C)(C)C)C2CCc1ccc(C(F)(F)F)c(F)c1. RXN SMILES: [C:1]([CH3:2])([CH3:3])([CH3:4])[O:5][C:6](=[O:7])[N:8]1[CH:9]([CH2:20][CH2:21][c:22]2[cH:23][c:24]([F:32])[c:25]([C:28]([F:29])([F:30])[F:31])[cH:26][cH:27]2)[c:10]2[n:11]([c:14]([CH2:18][CH3:19])[n:15][c:16]2[I:17])[CH2:12][CH2:13]1.[CH2:52]1[O:53][CH2:54][CH2:55][CH2:56]1.[CH3:33][CH2:34][CH2:35][CH2:36][Li:37].[Cl-:50].[NH4+:51].[OH2:57].[c:38]1([CH3:39])[cH:40][cH:41][c:42]([S:43](=[O:44])(=[O:45])[C:47]#[N:48])[cH:46][cH:49]1>>[C:1]([CH3:2])([CH3:3])([CH3:4])[O:5][C:6](=[O:7])[N:8]1[CH:9]([CH2:20][CH2:21][c:22]2[cH:23][c:24]([F:32])[c:25]([C:28]([F:29])([F:30])[F:31])[cH:26][cH:27]2)[c:10]2[n:11]([c:14]([CH2:18][CH3:19])[n:15][c:16]2[C:47]#[N:48])[CH2:12][CH2:13]1.